This data is from the Open Reaction Database (ORD), a public repository of structured organic reaction records. The task is: describe an organic reaction: reactants, conditions, products, and yield The reactants are O=C([O-])O, ClCCl, CCC(C)=O, CCOCC, CN(CCOCC(=O)O)S(=O)(=O)c1c(Cl)cc(Cl)cc1Cl, CN(CCOCC(=O)N1CCC(O)(c2cccnc2)CC1)S(=O)(=O)c1c(Cl)cc(Cl)cc1Cl, C[Si](C)(C)Cl, [Na+], OC1(c2cccnc2)CCNCC1. Product: CN(CCOCC(=O)N1CCC(O)(c2cccnc2)CC1)S(=O)(=O)c1c(Cl)cc(Cl)cc1Cl, Cl. RXN SMILES: [C:35](=[O:36])([OH:37])[O-:38].[CH2:78]([Cl:79])[Cl:80].[CH2:81]([C:82]([CH3:83])=[O:84])[CH3:85].[CH2:86]([O:87][CH2:88][CH3:89])[CH3:90].[Cl:1][c:2]1[cH:3][c:4]([Cl:5])[cH:6][c:7]([Cl:8])[c:9]1[S:10]([N:11]([CH2:12][CH2:13][O:14][CH2:15][C:16]([OH:17])=[O:18])[CH3:19])(=[O:20])=[O:21].[Cl:40][c:41]1[c:42]([S:49](=[O:50])(=[O:51])[N:52]([CH3:53])[CH2:54][CH2:55][O:56][CH2:57][C:58](=[O:59])[N:60]2[CH2:61][CH2:62][C:63]([c:66]3[cH:67][n:68][cH:69][cH:70][cH:71]3)([OH:72])[CH2:64][CH2:65]2)[c:43]([Cl:48])[cH:44][c:45]([Cl:47])[cH:46]1.[Cl:73][Si:74]([CH3:75])([CH3:76])[CH3:77].[Na+:39].[n:22]1[cH:23][cH:24][cH:25][c:26]([C:27]2([OH:28])[CH2:29][CH2:30][NH:31][CH2:32][CH2:33]2)[cH:34]1>>[Cl:40][c:41]1[c:42]([S:49](=[O:50])(=[O:51])[N:52]([CH3:53])[CH2:54][CH2:55][O:56][CH2:57][C:58](=[O:59])[N:60]2[CH2:61][CH2:62][C:63]([c:66]3[cH:67][n:68][cH:69][cH:70][cH:71]3)([OH:72])[CH2:64][CH2:65]2)[c:43]([Cl:48])[cH:44][c:45]([Cl:47])[cH:46]1.[ClH:1].